Dataset: the Open Reaction Database (ORD), a public repository of structured organic reaction records. Task: describe an organic reaction: reactants, conditions, products, and yield Starting materials: C(C)(C)(C)OC(=O)N(CC1=CC=C(C=C1)CNC1(CCCC=2C=CC=NC12)C)CC1=NC=CC=C1 (N-tert-Butoxycarbonyl-N-(2-pyridinylmethyl)-N′-(8-methyl-5,6,7,8-tetrahydro-8-quinolinyl)-1,4-benzenedimethanamine), ClCC1=NC2=C(N1COCC[Si](C)(C)C)C=CC=C2 (2-chloromethyl-1-(2-trimethylsilylethoxymethyl)-1H-benzimidazole), C(C)(C)N(CC)C(C)C (diisopropylethylamine). Solvent: CN(C)C=O (DMF). Product: CC1(CCCC=2C=CC=NC12)NCC1=CC=C(C=C1)CN (N′-(8-methyl-5,6,7,8-tetrahydro-8-quinolinyl)-1,4-benzenedimethanamine). Reaction SMILES: C(OC([N:8](CC1C=CC=CN=1)[CH2:9][C:10]1[CH:15]=[CH:14][C:13]([CH2:16][NH:17][C:18]2([CH3:28])[C:27]3[N:26]=[CH:25][CH:24]=[CH:23][C:22]=3[CH2:21][CH2:20][CH2:19]2)=[CH:12][CH:11]=1)=O)(C)(C)C.ClCC1N(COCC[Si](C)(C)C)C2C=CC=CC=2N=1.C(N(C(C)C)CC)(C)C>CN(C=O)C>[CH3:28][C:18]1([NH:17][CH2:16][C:13]2[CH:14]=[CH:15][C:10]([CH2:9][NH2:8])=[CH:11][CH:12]=2)[C:27]2[N:26]=[CH:25][CH:24]=[CH:23][C:22]=2[CH2:21][CH2:20][CH2:19]1. Procedure details: Reaction of N-tert-Butoxycarbonyl-N-(2-pyridinylmethyl)-N′-(8-methyl-5,6,7,8-tetrahydro-8-quinolinyl)-1,4-benzenedimethanamine (120 mg, 0.26 mmol), 2-chloromethyl-1-(2-trimethylsilylethoxymethyl)-1H-benzimidazole (234 mg, 0.79 mmol) and diisopropylethylamine (229 μL, 1.31 mmol) in DMF (2.6 mL) for 18 h at 90° C. followed by purification of the crude material by radial chromatography (2 mm plate, 20:2:1 CHCl3-MeOH-NH4OH) afforded 90 mg (48%) of N-tert-butoxycarbonyl-N-(2-pyridinylmethyl)-N′-(2-tr...